Dataset: the Open Reaction Database (ORD), a public repository of structured organic reaction records. Task: describe an organic reaction: reactants, conditions, products, and yield Starting materials: CC(=O)OCC(=O)N1NCCn2nc(-c3ccc(F)cc3)c(-c3ccncc3)c21, CCO, [Na+], [OH-]. The product is O=C(CO)N1NCCn2nc(-c3ccc(F)cc3)c(-c3ccncc3)c21. As a reaction SMILES: [C:1](=[O:2])([CH3:3])[O:4][CH2:5][C:6](=[O:7])[N:8]1[NH:9][CH2:10][CH2:11][n:12]2[c:13]1[c:14](-[c:24]1[cH:25][cH:26][n:27][cH:28][cH:29]1)[c:15](-[c:17]1[cH:18][cH:19][c:20]([F:23])[cH:21][cH:22]1)[n:16]2.[CH3:32][CH2:33][OH:34].[Na+:31].[OH-:30]>>[OH:4][CH2:5][C:6](=[O:7])[N:8]1[NH:9][CH2:10][CH2:11][n:12]2[c:13]1[c:14](-[c:24]1[cH:25][cH:26][n:27][cH:28][cH:29]1)[c:15](-[c:17]1[cH:18][cH:19][c:20]([F:23])[cH:21][cH:22]1)[n:16]2. Reactants: C(C)(=O)Cl (acetyl chloride), FC(=CC1(CC1)C1=CC=C(C=C1)OC(F)(F)F)CO (1-(2-Fluoro-3-hydroxyprop-1-enyl)-1-(4-trifluoromethoxyphenyl)cyclopropane), C1=CC=CC=C1 (benzene). Solvent: N1=CC=CC=C1 (pyridine). Product: C(C)(=O)OCC(=CC1(CC1)C1=CC=C(C=C1)OC(F)(F)F)F (1-(3-Acetoxy-2-fluoroprop-1-enyl)-1-(4-trifluoromethoxyphenyl)cyclopropane). The yield is 92.0%. As a reaction SMILES: [C:1](Cl)(=[O:3])[CH3:2].[F:5][C:6]([CH2:22][OH:23])=[CH:7][C:8]1([C:11]2[CH:16]=[CH:15][C:14]([O:17][C:18]([F:21])([F:20])[F:19])=[CH:13][CH:12]=2)[CH2:10][CH2:9]1.C1C=CC=CC=1>N1C=CC=CC=1>[C:1]([O:23][CH2:22][C:6]([F:5])=[CH:7][C:8]1([C:11]2[CH:16]=[CH:15][C:14]([O:17][C:18]([F:19])([F:21])[F:20])=[CH:13][CH:12]=2)[CH2:9][CH2:10]1)(=[O:3])[CH3:2]. Procedure: The method of Example 17 was repeated using acetyl chloride (0.46 ml), 1-(2-fluoro-3-hydroxyprop-1-enyl)-1-(4-trifluoromethoxy-phenyl)cyclopropane (Example 11) (0.25 g), benzene (12 ml) and pyridine (0.09 ml) to yield the title compound (0.27 g, 92%). The reactants are F[C@@H]1CO[C@@H](CC[C@H]1NC(OC(C)(C)C)=O)C1=C(C=NN1C)[N+](=O)[O-] (tert-butyl ((3S,4R,7S)-3-fluoro-7-(1-methyl-4-nitro-1H-pyrazol-5-yl)oxepan-4-yl)carbamate), C(C)(C)(C)OC(=O)NC1=C(N=C(S1)C1=C(C=CC(=C1)C)F)C(=O)O (5-((tert-butoxycarbonyl)amino)-2-(2-fluoro-5-methylphenyl)thiazole-4-carboxylic acid), F[C@@H]1CO[C@@H](CC[C@H]1NC(OC(C)(C)C)=O)C1=C(C=NN1C)[N+](=O)[O-] (tert-butyl ((3S,4R,7S)-3-fluoro-7-(1-methyl-4-nitro-1H-pyrazol-5-yl)oxepan-4-yl)carbamate), C(C)(C)(C)OC(=O)NC1=C(N=C(S1)C1=C(C=CC(=C1)C)F)C(=O)O (5-((tert-butoxycarbonyl)amino)-2-(2-fluoro-5-methylphenyl)thiazole-4-carboxylic acid). Yields the product NC1=C(N=C(S1)C1=C(C=CC(=C1)C)F)C(=O)NC=1C=NN(C1[C@H]1OC[C@H]([C@@H](CC1)N)F)C (5-amino-N-(5-((2S,5R,6S)-5-amino-6-fluorooxepan-2-yl)-1-methyl-1H-pyrazol-4-yl)-2-(2-fluoro-5-methylphenyl)thiazole-4-carboxamide). Reaction SMILES: [F:1][C@H:2]1[C@H:8]([NH:9]C(=O)OC(C)(C)C)[CH2:7][CH2:6][C@@H:5]([C:17]2[N:21]([CH3:22])[N:20]=[CH:19][C:18]=2[N+:23]([O-])=O)[O:4][CH2:3]1.C(OC([NH:33][C:34]1[S:38][C:37]([C:39]2[CH:44]=[C:43]([CH3:45])[CH:42]=[CH:41][C:40]=2[F:46])=[N:36][C:35]=1[C:47](O)=[O:48])=O)(C)(C)C>>[NH2:33][C:34]1[S:38][C:37]([C:39]2[CH:44]=[C:43]([CH3:45])[CH:42]=[CH:41][C:40]=2[F:46])=[N:36][C:35]=1[C:47]([NH:23][C:18]1[CH:19]=[N:20][N:21]([CH3:22])[C:17]=1[C@@H:5]1[CH2:6][CH2:7][C@@H:8]([NH2:9])[C@H:2]([F:1])[CH2:3][O:4]1)=[O:48]. Reported procedure: Following the procedure for Example 111 starting from tert-butyl ((3S,4R,7S)-3-fluoro-7-(1-methyl-4-nitro-1H-pyrazol-5-yl)oxepan-4-yl)carbamate (Intermediate 80), and replacing 5-((tert-butoxycarbonyl)amino)-2-(2,6-difluorophenyl)thiazole-4-carboxylic acid with 5-((tert-butoxycarbonyl)amino)-2-(2-fluoro-5-methylphenyl)thiazole-4-carboxylic acid (Intermediate 133) gave 292. 1H NMR (400 MHz, DMSO-d6) δ 9.29 (s, 1H), 8.03 (d, J=7.1 Hz, 1H), 7.82 (s, 1H), 7.44 (s, 2H), 7.26-7.17 (m, 2H), 4.86 (dd, J... Isolated yield 107.8%. Procedure: To a solution of methyl 6-[(1E)-3-tert-butoxy-3-oxoprop-1-en-1-yl]-2-oxo-1,2,3,4-tetrahydro-1,8-naphthyridine-3-carboxylate (115 mg, 0.346 mmol; which may be prepared as described in Step 3) in DCM (693 μL) at 0° C. under Argon was added TFA (693 μL). The reaction was allowed to come back to room temperature under stirring for 2 h and then concentrated under vacuo to give the title compound (103 mg, quantitative) as a brown solid. The product was used without further purification. Run at time 2 hour. Reactants: C(C)(C)(C)OC(/C=C/C=1C=C2CC(C(NC2=NC1)=O)C(=O)OC)=O (methyl 6-[(1E)-3-tert-butoxy-3-oxoprop-1-en-1-yl]-2-oxo-1,2,3,4-tetrahydro-1,8-naphthyridine-3-carboxylate), C(=O)(C(F)(F)F)O (TFA). The product is COC(=O)C1CC=2C=C(C=NC2NC1=O)/C=C/C(=O)O ((2E)-3-[6-(Methoxycarbonyl)-7-oxo-5,6,7,8-tetrahydro-1,8-naphthyridin-3-yl]acrylic acid). Run in C(Cl)Cl (DCM). RXN SMILES: C([O:5][C:6](=[O:24])/[CH:7]=[CH:8]/[C:9]1[CH:10]=[C:11]2[C:16](=[N:17][CH:18]=1)[NH:15][C:14](=[O:19])[CH:13]([C:20]([O:22][CH3:23])=[O:21])[CH2:12]2)(C)(C)C.C(O)(C(F)(F)F)=O>C(Cl)Cl>[CH3:23][O:22][C:20]([CH:13]1[C:14](=[O:19])[NH:15][C:16]2[N:17]=[CH:18][C:9](/[CH:8]=[CH:7]/[C:6]([OH:24])=[O:5])=[CH:10][C:11]=2[CH2:12]1)=[O:21]. Starting materials: [Br-], [Br-], [Br-], CCOc1cc(C(C)=O)cc(S(F)(F)(F)(F)F)c1, C1CCOC1, ClCCl, C[N+](C)(C)c1ccccc1, C[N+](C)(C)c1ccccc1, C[N+](C)(C)c1ccccc1. Product: CCOc1cc(C(=O)CBr)cc(S(F)(F)(F)(F)F)c1. Reaction SMILES: [Br-:19].[Br-:20].[Br-:21].[CH2:1]([CH3:2])[O:3][c:4]1[cH:5][c:6]([C:16]([CH3:17])=[O:18])[cH:7][c:8]([S:10]([F:11])([F:12])([F:13])([F:14])[F:15])[cH:9]1.[CH2:52]1[O:53][CH2:54][CH2:55][CH2:56]1.[Cl:57][CH2:58][Cl:59].[c:22]1([N+:23]([CH3:24])([CH3:25])[CH3:26])[cH:27][cH:28][cH:29][cH:30][cH:31]1.[c:32]1([N+:33]([CH3:34])([CH3:35])[CH3:36])[cH:37][cH:38][cH:39][cH:40][cH:41]1.[c:42]1([N+:43]([CH3:44])([CH3:45])[CH3:46])[cH:47][cH:48][cH:49][cH:50][cH:51]1>>[CH2:1]([CH3:2])[O:3][c:4]1[cH:5][c:6]([C:16]([CH2:17][Br:19])=[O:18])[cH:7][c:8]([S:10]([F:11])([F:12])([F:13])([F:14])[F:15])[cH:9]1. Starting materials: C(=O)([O-])[C@@H](O)[C@H](O)C(=O)[O-] (D-tartrate), C(=O)([O-])[C@@H](O)[C@H](O)C(=O)[O-] (D-tartrate), C(C)(C)(C)NC(=O)N (tert-butylurea). The product is C(C)(C)(C)NC(=O)N (tert-butylurea), C([C@@H](O)[C@H](O)C(=O)O)(=O)O (D-tartaric acid). As a reaction SMILES: [C:1]([C@H:4]([C@@H:6]([C:8]([O-:10])=[O:9])[OH:7])[OH:5])([O-:3])=[O:2].[C:11]([NH:15][C:16]([NH2:18])=[O:17])([CH3:14])([CH3:13])[CH3:12]>>[C:11]([NH:15][C:16]([NH2:18])=[O:17])([CH3:14])([CH3:13])[CH3:12].[C:8]([OH:10])(=[O:9])[C@H:6]([C@@H:4]([C:1]([OH:3])=[O:2])[OH:5])[OH:7]. Reported procedure: The batch 1 D-tartrate of (208), was reconverted to the free base (a necessary part of the chiral assay procedure) using the procedure given above (to give 3.49 g), and the D-tartrate formation procedure was repeated as described to give the batch 2 salt of (208), 4.41 g (92% from D-tartaric acid) (chiral LC: 1.7% at 8.34 min and 96.22% at 8.98 min=96.5% ee after preparative derivatisation as the tert-butylurea (208)). The reactants are C(C)(C)(C)OC(=O)N1C(CCCC1)CCOC1=C(C(NC2=CC(=C(C=C12)N)Cl)=O)C1=CC(=CC(=C1)C)C (2-{2-[6-amino-7-chloro-3-(3,5-dimethylphenyl)-2-oxo-1,2-dihydro-quinolin-4-yloxy]-ethyl}-piperidine-1-carboxylic acid tert-butyl ester), ClC1=NC=CN=C1 (chloropyrazine). The reagents and catalysts are [Br-].[Zn+2].[Br-] (zinc bromide). The solvent is C(C)(=O)OCC (ethyl acetate). Conditions: temperature 150 celsius, time 3 hour. Product: C(C)(C)(C)OC(=O)N1C(CCCC1)CCOC1=C(C(NC2=CC(=C(C=C12)NC1=NC=CN=C1)Cl)=O)C1=CC(=CC(=C1)C)C (2-{2-[7-chloro-3-(3,5-dimethylphenyl)-2-oxo-6-(pyrazin-2-ylamino)-1,2-dihydro-quinolin-4-yloxy]-ethyl}-piperidine-1-carboxylic acid tert-butyl ester). As a reaction SMILES: [C:1]([O:5][C:6]([N:8]1[CH2:13][CH2:12][CH2:11][CH2:10][CH:9]1[CH2:14][CH2:15][O:16][C:17]1[C:26]2[C:21](=[CH:22][C:23]([Cl:28])=[C:24]([NH2:27])[CH:25]=2)[NH:20][C:19](=[O:29])[C:18]=1[C:30]1[CH:35]=[C:34]([CH3:36])[CH:33]=[C:32]([CH3:37])[CH:31]=1)=[O:7])([CH3:4])([CH3:3])[CH3:2].Cl[C:39]1[CH:44]=[N:43][CH:42]=[CH:41][N:40]=1>C(OCC)(=O)C.[Br-].[Zn+2].[Br-]>[C:1]([O:5][C:6]([N:8]1[CH2:13][CH2:12][CH2:11][CH2:10][CH:9]1[CH2:14][CH2:15][O:16][C:17]1[C:26]2[C:21](=[CH:22][C:23]([Cl:28])=[C:24]([NH:27][C:39]3[CH:44]=[N:43][CH:42]=[CH:41][N:40]=3)[CH:25]=2)[NH:20][C:19](=[O:29])[C:18]=1[C:30]1[CH:31]=[C:32]([CH3:37])[CH:33]=[C:34]([CH3:36])[CH:35]=1)=[O:7])([CH3:2])([CH3:4])[CH3:3] |f:3.4.5|. Reported procedure: To a suspension of 2-{2-[6-amino-7-chloro-3-(3,5-dimethylphenyl)-2-oxo-1,2-dihydro-quinolin-4-yloxy]-ethyl}-piperidine-1-carboxylic acid tert-butyl ester (prepared essentially as described in Example 1, 100 mg in 1 mL chloropyrazine) was added 500 mg zinc bromide and the mixture heated to 150° C. on an oil bath. After 3 hours, the mixture was cooled to room temperature, diluted with ethyl acetate and filtered through diatomaceous earth. The volatile organics were removed in vacuo and the residue... The reactants are COC(=O)CC1CC2=CC=CC(=C2CC1)OC (2-methoxycarbonylmethyl-5-methoxy-1,2,3,4-tetrahydronaphthalene), Cl.N1=CC=CC=C1 (pyridine hydrochloride). The solvent is O (water). Conditions: temperature 190 celsius, time 2 hour. Product: C(=O)(O)CC1CC2=CC=CC(=C2CC1)O (2-Carboxymethyl-5-hydroxy-1,2,3,4-tetrahydronaphthalene). As a reaction SMILES: C[O:2][C:3]([CH2:5][CH:6]1[CH2:15][CH2:14][C:13]2[C:8](=[CH:9][CH:10]=[CH:11][C:12]=2[O:16]C)[CH2:7]1)=[O:4].Cl.N1C=CC=CC=1>O>[C:3]([CH2:5][CH:6]1[CH2:15][CH2:14][C:13]2[C:8](=[CH:9][CH:10]=[CH:11][C:12]=2[OH:16])[CH2:7]1)([OH:4])=[O:2] |f:1.2|. Procedure: A mixture of 2-methoxycarbonylmethyl-5-methoxy-1,2,3,4-tetrahydronaphthalene (4.0 g) and pyridine hydrochloride (40 g) was stirred for 2 h at 190° C. The mixture was cooled to room temperature, dissolved into water. The mixture was extracted with ethyl acetate. The extract was washed with a saturated aqueous solution of sodium chloride, dried over anhydrous magnesium sulfate, and evaporated to give the title compound having the following physical data. The obtained residue was used for the next ...